Task: describe an organic reaction: reactants, conditions, products, and yield. Dataset: the Open Reaction Database (ORD), a public repository of structured organic reaction records Reactants: O=C(CBr)c1ccc(Br)cc1, CCOC(=O)CC(C)=O, O=C([O-])[O-], CCC(C)=O, [K+], [K+]. The product is CCOC(=O)C(CC(=O)c1ccc(Br)cc1)C(C)=O. Reaction SMILES: [Br:1][CH2:2][C:3](=[O:4])[c:5]1[cH:6][cH:7][c:8]([Br:11])[cH:9][cH:10]1.[C:12]([CH2:13][C:14](=[O:15])[CH3:16])(=[O:17])[O:18][CH2:19][CH3:20].[C:21](=[O:22])([O-:23])[O-:24].[CH3:27][C:28](=[O:29])[CH2:30][CH3:31].[K+:25].[K+:26]>>[CH2:2]([C:3](=[O:4])[c:5]1[cH:6][cH:7][c:8]([Br:11])[cH:9][cH:10]1)[CH:13]([C:12](=[O:17])[O:18][CH2:19][CH3:20])[C:14](=[O:15])[CH3:16].